This data is from the Open Reaction Database (ORD), a public repository of structured organic reaction records. The task is: describe an organic reaction: reactants, conditions, products, and yield The reactants are O=S(=O)(Cl)c1ccc(Cl)s1, CNc1ccc(Cl)cc1[N+](=O)[O-], [H-], [Na+], CN(C)C=O, O. The product is CN(c1ccc(Cl)cc1[N+](=O)[O-])S(=O)(=O)c1ccc(Cl)s1. As a reaction SMILES: [Cl:15][c:16]1[cH:17][cH:18][c:19]([S:21](=[O:22])(=[O:23])[Cl:24])[s:20]1.[Cl:3][c:4]1[cH:5][c:6]([N+:12](=[O:13])[O-:14])[c:7]([NH:8][CH3:9])[cH:10][cH:11]1.[H-:1].[Na+:2].[O:26]=[CH:27][N:28]([CH3:29])[CH3:30].[OH2:25]>>[Cl:3][c:4]1[cH:5][c:6]([N+:12](=[O:13])[O-:14])[c:7]([N:8]([CH3:9])[S:21]([c:19]2[cH:18][cH:17][c:16]([Cl:15])[s:20]2)(=[O:22])=[O:23])[cH:10][cH:11]1.